From a dataset of the Open Reaction Database (ORD), a public repository of structured organic reaction records. describe an organic reaction: reactants, conditions, products, and yield The reactants are COC1=CC=C(C=C1)CC(=O)OCC (ethyl 4-methoxyphenylacetate), C(OCC)(OCC)=O (diethyl carbonate), [H-].[Na+] (sodium hydride), ice water, Cl (hydrochloric acid). Run in CN(C=O)C (N,N-dimethylformamide). Product: C(C)OC(=O)C(C(=O)OCC)C1=CC=C(C=C1)OC (ethyl 2-ethoxycarbonyl-2-(4-methoxyphenyl)acetate). RXN SMILES: [CH3:1][O:2][C:3]1[CH:8]=[CH:7][C:6]([CH2:9][C:10]([O:12][CH2:13][CH3:14])=[O:11])=[CH:5][CH:4]=1.[C:15](=O)([O:19]CC)[O:16][CH2:17][CH3:18].[H-].[Na+].Cl>CN(C)C=O>[CH2:13]([O:12][C:10]([CH:9]([C:6]1[CH:5]=[CH:4][C:3]([O:2][CH3:1])=[CH:8][CH:7]=1)[C:15]([O:16][CH2:17][CH3:18])=[O:19])=[O:11])[CH3:14] |f:2.3|. Procedure: 27.7 g of ethyl 4-methoxyphenylacetate and 34 ml of diethyl carbonate were dissolved in 150 ml of N,N-dimethylformamide, and the solution was subjected to reflux under heating, while gradually adding 6.5 g of sodium hydride for 1 hour. After further refluxing under heating for 2 hours, the resulting reaction solution was poured into a mixture of ice water and hydrochloric acid, followed by extraction with ethyl acetate. The resulting organic layer was washed with water, and then dried to distill... Reactants: C1(=CC=CC=C1)OC1=CC=CC=C1 (diphenyl ether), C(C=CC1=CC=CC=C1)=O (cinnamaldehyde), C(C)(=O)NN (acetylhydrazine). Run in C(Cl)(Cl)Cl.CO (chloroform methanol). Reaction conditions: temperature 220 celsius, time 3 hour. Product: C(C)(=O)N1N=CCC1C1=CC=CC=C1 (1-acetyl-5-phenyl-2-pyrazoline). Isolated yield 64.8%. RXN SMILES: C1(OC2C=CC=CC=2)C=CC=CC=1.[CH:14](=O)[CH:15]=[CH:16][C:17]1[CH:22]=[CH:21][CH:20]=[CH:19][CH:18]=1.[C:24]([NH:27][NH2:28])(=[O:26])[CH3:25]>C(Cl)(Cl)Cl.CO>[C:24]([N:27]1[CH:16]([C:17]2[CH:22]=[CH:21][CH:20]=[CH:19][CH:18]=2)[CH2:15][CH:14]=[N:28]1)(=[O:26])[CH3:25] |f:3.4|. Reported procedure: To 10 ml of diphenyl ether were added 1.3 g of cinnamaldehyde and 0.8 g of acetylhydrazine, followed by gradual heating to 220° C. over 30 minutes. Stirring was continued for 3 hours at that temperature. After cooling, the reaction liquid as such was subjected to silica gel chromatography (chloroform/methanol=100/1). Thus there was obtained 1.2 g of 1-acetyl-5-phenyl-2-pyrazoline in the form of light yellowish oil as the desired product. The yield was 64.8%. Reactants: CCOC(=O)c1ccncc1, CI, CCO. The product is CCOC(=O)c1cc[n+](C)cc1, [I-]. Reaction SMILES: [CH2:1]([CH3:2])[O:3][C:4]([c:5]1[cH:6][cH:7][n:8][cH:9][cH:10]1)=[O:11].[CH3:12][I:13].[CH3:14][CH2:15][OH:16]>>[CH2:1]([CH3:2])[O:3][C:4]([c:5]1[cH:6][cH:7][n+:8]([CH3:12])[cH:9][cH:10]1)=[O:11].[I-:13]. The reactants are ClC(OC)Cl (Dichloro(methoxy)methane), ice, ClC1=C(C=CC(=C1)F)CC (2-chloro-1-ethyl-4-fluorobenzene). Reagents/catalysts: Cl[Ti](Cl)(Cl)Cl (TiCl4). Solvent: C(Cl)Cl (CH2Cl2). Run at time 10 minute. Yields the product ClC1=CC(=C(C=O)C=C1CC)F (4-chloro-5-ethyl-2-fluorobenzaldehyde). RXN SMILES: [Cl:1][C:2]1[CH:7]=[C:6]([F:8])[CH:5]=[CH:4][C:3]=1[CH2:9][CH3:10].Cl[CH:12](Cl)[O:13]C>C(Cl)Cl.Cl[Ti](Cl)(Cl)Cl>[Cl:1][C:2]1[C:3]([CH2:9][CH3:10])=[CH:4][C:5]([CH:12]=[O:13])=[C:6]([F:8])[CH:7]=1. Procedure details: TiCl4 (0.90 mL) was added to 2-chloro-1-ethyl-4-fluorobenzene (645 mg, 4.1 mmol) at 0° C. and stirred to 10 min. Dichloro(methoxy)methane (0.725 mL) was added and the mixture was stirred overnight at ambient temperature. The mixture was diluted with CH2Cl2 (50 mL) and poured onto crushed ice (40 g). After stirring 30 min the layers were separated. The organic layer was washed with H2O (2×), brine (2×), dried (Na2SO4) and concentrated. Purification by flash chromatography (hexanes, EtOAc) yielded... The reactants are C(C)(=O)C1=CC=C(C#N)C=C1 (4-Acetylbenzonitrile), FC1=CC=C(C=O)C=C1 (4-fluorobenzaldehyde), [OH-].[Na+] (sodium hydroxide). The solvent is CO (methanol). Run at time 6 hour. Yields the product C(#N)C1=CC=C(C=C1)C(C=CC1=CC=C(C=C1)F)=O (1-(4-cyanophenyl)-3-(4-fluorophenyl)prop-2-en-1-one). Reaction SMILES: [C:1]([C:4]1[CH:11]=[CH:10][C:7]([C:8]#[N:9])=[CH:6][CH:5]=1)(=[O:3])[CH3:2].[F:12][C:13]1[CH:20]=[CH:19][C:16]([CH:17]=O)=[CH:15][CH:14]=1.[OH-].[Na+]>CO>[C:8]([C:7]1[CH:10]=[CH:11][C:4]([C:1](=[O:3])[CH:2]=[CH:17][C:16]2[CH:19]=[CH:20][C:13]([F:12])=[CH:14][CH:15]=2)=[CH:5][CH:6]=1)#[N:9] |f:2.3|. Reported procedure: 4-Acetylbenzonitrile (14.5 g, 0.1 mol) and 4-fluorobenzaldehyde (12.1 g, 0.1 mol) are dissolved in methanol (150 ml) and solid sodium hydroxide is added to make the solution alkaline. The mixture is stirred in room temperature for 6 hours. The product is filtered off and washed with methanol. Starting materials: NC=1C=C(C=CC1)C(C)=O (3′-Amino-acetophenone), C(C)OC(C(CC(C)=O)C(C1=CC=CC=C1)=O)=O (2-benzoyl-4-oxo-pentanoic acid ethyl ester), CC1=CC=C(C=C1)S(=O)(=O)O (tosic acid). The solvent is C(C)O (ethanol). Yields the product C(C)OC(=O)C1=C(N(C(=C1)C)C1=CC(=CC=C1)C(C)=O)C1=CC=CC=C1 (1-(3-Acetylphenyl)-5-methyl-2-phenyl-1H-pyrrole-3-carboxylic Acid Ethyl Ester). Reaction SMILES: [NH2:1][C:2]1[CH:3]=[C:4]([C:8](=[O:10])[CH3:9])[CH:5]=[CH:6][CH:7]=1.[CH2:11]([O:13][C:14](=[O:28])[CH:15]([C:20](=O)[C:21]1[CH:26]=[CH:25][CH:24]=[CH:23][CH:22]=1)[CH2:16][C:17](=O)[CH3:18])[CH3:12].CC1C=CC(S(O)(=O)=O)=CC=1>C(O)C>[CH2:11]([O:13][C:14]([C:15]1[CH:16]=[C:17]([CH3:18])[N:1]([C:2]2[CH:7]=[CH:6][CH:5]=[C:4]([C:8](=[O:10])[CH3:9])[CH:3]=2)[C:20]=1[C:21]1[CH:22]=[CH:23][CH:24]=[CH:25][CH:26]=1)=[O:28])[CH3:12]. Reported procedure: 3′-Amino-acetophenone (5 mmol, 0.7 g), 2-benzoyl-4-oxo-pentanoic acid ethyl ester (5 mmol, 1.2 g), and tosic acid (0.1 g) were combined in ethanol, then heated under reflux. The residual oil was purified over silica and yielded the named product (m.p. 100° C.-102° C.).